From a dataset of the Open Reaction Database (ORD), a public repository of structured organic reaction records. describe an organic reaction: reactants, conditions, products, and yield Reactants: IC1=CC=2N(C=C1)C=CN2 (7-iodo-imidazo[1,2,a]pyridine), BrC1=CC(=NC(=C1)C)C (4-bromo-2,6-dimethylpyridine), 27A. Product: CC1=NC(=CC(=C1)C1=CC=2N(C=C1)C=CN2)C (7-(2,6-Dimethyl-pyridin-4-yl)-imidazo[1,2-a]pyridine). As a reaction SMILES: I[C:2]1[CH:7]=[CH:6][N:5]2[CH:8]=[CH:9][N:10]=[C:4]2[CH:3]=1.Br[C:12]1[CH:17]=[C:16]([CH3:18])[N:15]=[C:14]([CH3:19])[CH:13]=1>>[CH3:19][C:14]1[CH:13]=[C:12]([C:2]2[CH:7]=[CH:6][N:5]3[CH:8]=[CH:9][N:10]=[C:4]3[CH:3]=2)[CH:17]=[C:16]([CH3:18])[N:15]=1. Procedure details: Prepare from 7-iodo-imidazo[1,2,a]pyridine and 4-bromo-2,6-dimethylpyridine (Acta. Chemica. Scandinavica. B42, (1988) pages 373-377) using a procedure similar to Preparation 27A. MS(ES), m/z 224 (M+1). The reactants are CC(CCC(C)=O)=O (hexan-2,5-dione), C(O)CN (ethanol amine), C(C(C)(C)C)(=O)O (pivalic acid), CCCCCCC.O1CCCC1.C1(=CC=CC=C1)C (n-heptane tetrahydrofuran toluene). Run in ClCCl (dichloromethane), O (Water). Reaction conditions: temperature 115 celsius. Product: OCCN1C(=CC=C1C)C (1-(2-hydroxyethyl)-2,5-dimethyl-1H-pyrrole). Reaction SMILES: [CH3:1][C:2](=O)[CH2:3][CH2:4][C:5](=O)[CH3:6].[CH2:9]([CH2:11][NH2:12])[OH:10].C(O)(=O)C(C)(C)C.CCCCCCC.O1CCCC1.C1(C)C=CC=CC=1>ClCCl.O>[OH:10][CH2:9][CH2:11][N:12]1[C:2]([CH3:1])=[CH:3][CH:4]=[C:5]1[CH3:6] |f:3.4.5|. Procedure details: A mixture of hexan-2,5-dione (5 g), ethanol amine (26.7 g) and pivalic acid (23.26 g) in a solvent mixture containing n-heptane: tetrahydrofuran: toluene (4:1:1, 50 mL) was refluxed with stirring at 110-120° C. Water formed during the reaction was removed azeotropically during 3 to 4 hrs. The reaction mixture was cooled and the solvent was removed. The residue obtained was dissolved in dichloromethane (30 mL), washed with saturated sodium bicarbonate solution (30 mL), water (30 mL), and then wit... Reactants: C(CCl)Cl (EDC), CC=1OC(=C(N1)C(=O)O)C (2,5-dimethyl-oxazole-4-carboxylic acid), ClC1=CC=C(C=C1)CCO (2(4-chloro-phenyl)-ethanol), C1(=CC=CC=C1)P(C1=CC=CC=C1)C1=CC=CC=C1 (triphenyl phosphine), CC(C)OC(=O)/N=N/C(=O)OC(C)C (DIAD), TEA, C(C)(C)(C)OC(=O)N1CC=2C=C3C(=CC2C[C@H]1C(N[C@@H](CC1=CC=C(C=C1)C1=C(C(=NC=C1)C)C)C(=O)OC)=O)OC[C@@H](O3)C3=CC=C(C=C3)O ((3S,8S)-8-{(S)-2-[4-(2,3-Dimethyl-pyridin-4-yl)-phenyl]-1-methoxycarbonyl-ethylcarbamoyl}-3-(4-hydroxy-phenyl)-2,3,8,9-tetrahydro-6H-[1,4]dioxino[2,3-g]isoquinoline-7-carboxylic acid tert-butyl ester). Run in C(Cl)Cl (DCM), C(Cl)Cl (DCM). Yields the product ClC1=CC=C(C=C1)CCOC1=CC=C(C=C1)[C@@H]1OC=2C(=CC=3C[C@H](N(CC3C2)C(=O)C=2N=C(OC2C)C)C(=O)N[C@H](C(=O)O)CC2=CC=C(C=C2)C2=C(C(=NC=C2)C)C)OC1 ((S)-2-{[(3S,8S)-3-{4-[2-(4-Chloro-phenyl)-ethoxy]-phenyl}-7-(2,5-dimethyl-oxazole-4-carbonyl)-2,3,6,7,8,9-hexahydro-[1,4]dioxino[2,3-g]isoquinoline-8-carbonyl]-amino}-3-[4-(2,3-dimethyl-pyridin-4-yl)-phenyl]-propionic acid). As a reaction SMILES: C(O[C:6]([N:8]1[C@H:17]([C:18](=[O:40])[NH:19][C@H:20]([C:36]([O:38]C)=[O:37])[CH2:21][C:22]2[CH:27]=[CH:26][C:25]([C:28]3[CH:33]=[CH:32][N:31]=[C:30]([CH3:34])[C:29]=3[CH3:35])=[CH:24][CH:23]=2)[CH2:16][C:15]2[CH:14]=[C:13]3[O:41][CH2:42][C@H:43]([C:45]4[CH:50]=[CH:49][C:48]([OH:51])=[CH:47][CH:46]=4)[O:44][C:12]3=[CH:11][C:10]=2[CH2:9]1)=[O:7])(C)(C)C.[Cl:52][C:53]1[CH:58]=[CH:57][C:56]([CH2:59][CH2:60]O)=[CH:55][CH:54]=1.C1(P(C2C=CC=CC=2)C2C=CC=CC=2)C=CC=CC=1.CC(OC(/N=N/C(OC(C)C)=O)=O)C.C(Cl)CCl.[CH3:99][C:100]1[O:101][C:102]([CH3:108])=[C:103](C(O)=O)[N:104]=1>C(Cl)Cl>[Cl:52][C:53]1[CH:54]=[CH:55][C:56]([CH2:59][CH2:60][O:51][C:48]2[CH:49]=[CH:50][C:45]([C@H:43]3[CH2:42][O:41][C:13]4=[CH:14][C:15]5[CH2:16][C@@H:17]([C:18]([NH:19][C@@H:20]([CH2:21][C:22]6[CH:27]=[CH:26][C:25]([C:28]7[CH:33]=[CH:32][N:31]=[C:30]([CH3:34])[C:29]=7[CH3:35])=[CH:24][CH:23]=6)[C:36]([OH:38])=[O:37])=[O:40])[N:8]([C:6]([C:103]6[N:104]=[C:100]([CH3:99])[O:101][C:102]=6[CH3:108])=[O:7])[CH2:9][C:10]=5[CH:11]=[C:12]4[O:44]3)=[CH:46][CH:47]=2)=[CH:57][CH:58]=1. Procedure details: (3S,8S)-8-{(S)-2-[4-(2,3-Dimethyl-pyridin-4-yl)-phenyl]-1-methoxycarbonyl-ethylcarbamoyl}-3-(4-hydroxy-phenyl)-2,3,8,9-tetrahydro-6H-[1,4]dioxino[2,3-g]isoquinoline-7-carboxylic acid tert-butyl ester (30 mg) was dissolved in DCM and 2(4-chloro-phenyl)-ethanol (5 equiv), triphenyl phosphine (5 eq.) and DIAD (4.5 eq.) added. The reaction mixture stirred at room temperature and was directly purified over silica (hexanes to 1:1 hexanes EtOAc to 1:1 hexanes EtOAc+1% MeOH). The resulting compound was ... Starting materials: ice water, FC1=C(COC=2C=3N(C=CC2F)C(=C(N3)C)C(=O)OCC)C(=CC=C1)F (ethyl 8-[(2,6-difluorobenzyl)oxy]-7-fluoro-2-methylimidazo[1,2-a]pyridine-3-carboxylate), [OH-].[Li+] (lithium hydroxide), [OH-].[Li+] (lithium hydroxide). Run in C1CCOC1.C(C)O (THF ethanol). Reaction conditions: time 8 hour. Yields the product FC1=C(COC=2C=3N(C=CC2F)C(=C(N3)C)C(=O)O)C(=CC=C1)F (8-[(2,6-Difluorobenzyl)oxy]-7-fluoro-2-methylimidazo[1,2-a]pyridine-3-carboxylic acid). Reaction SMILES: [F:1][C:2]1[CH:25]=[CH:24][CH:23]=[C:22]([F:26])[C:3]=1[CH2:4][O:5][C:6]1[C:7]2[N:8]([C:13]([C:17]([O:19]CC)=[O:18])=[C:14]([CH3:16])[N:15]=2)[CH:9]=[CH:10][C:11]=1[F:12].[OH-].[Li+]>C1COCC1.C(O)C>[F:1][C:2]1[CH:25]=[CH:24][CH:23]=[C:22]([F:26])[C:3]=1[CH2:4][O:5][C:6]1[C:7]2[N:8]([C:13]([C:17]([OH:19])=[O:18])=[C:14]([CH3:16])[N:15]=2)[CH:9]=[CH:10][C:11]=1[F:12] |f:1.2,3.4|. Reported procedure: 365 mg (0.76 mmol; purity about 76%) of ethyl 8-[(2,6-difluorobenzyl)oxy]-7-fluoro-2-methylimidazo[1,2-a]pyridine-3-carboxylate Example 111A were dissolved in 16.6 ml of THF/ethanol (5:1), 1.14 ml (1.14 mmol) of 1 N aqueous lithium hydroxide solution were added and the mixture was stirred at RT overnight. Another 2.67 ml (2.67 mmol) of 1 N aqueous lithium hydroxide solution were added, and the mixture was stirred at RT overnight. The mixture was concentrated and the aqueous phase was acidified t...